From a dataset of the Open Reaction Database (ORD), a public repository of structured organic reaction records. describe an organic reaction: reactants, conditions, products, and yield The reactants are OC1=C(C=C(C2=C1C(=C(O2)CC2=CC=C(C=C2)OC)C)Cl)C(C)(C)C (4-hydroxy-7-chloro-5-t-butyl-2-(4'-methoxyphenylmethyl)-3-methylbenzofuran), C1(=CC=CC=C1)OC (anisole), [Cl-].[Al+3].[Cl-].[Cl-] (aluminum chloride). The solvent is ClCCl (dichloromethane). Reaction conditions: time 1 hour. Product: OC1=CC=C(C2=C1C(=C(O2)CC2=CC=C(C=C2)OC)C)Cl (4-hydroxy-7-chloro-2-(4'-methoxvphenylmethyl)-3-methylbenzofuran). As a reaction SMILES: [OH:1][C:2]1[C:7]2[C:8]([CH3:20])=[C:9]([CH2:11][C:12]3[CH:17]=[CH:16][C:15]([O:18][CH3:19])=[CH:14][CH:13]=3)[O:10][C:6]=2[C:5]([Cl:21])=[CH:4][C:3]=1C(C)(C)C.C1(OC)C=CC=CC=1.[Cl-].[Al+3].[Cl-].[Cl-]>ClCCl>[OH:1][C:2]1[C:7]2[C:8]([CH3:20])=[C:9]([CH2:11][C:12]3[CH:17]=[CH:16][C:15]([O:18][CH3:19])=[CH:14][CH:13]=3)[O:10][C:6]=2[C:5]([Cl:21])=[CH:4][CH:3]=1 |f:2.3.4.5|. Reported procedure: To a cold solution (0° C) of 4-hydroxy-7-chloro-5-t-butyl-2-(4'-methoxyphenylmethyl)-3-methylbenzofuran(165) (Example 43) (10 g, 27.8 mmol) in 500 mL dichloromethane was added 5 mL of anisole followed by aluminum chloride (13 g, 0.1 mol) in portions. The mixture was allowed to stir for 1 h and then poured onto ice. The mixture was extracted with dichloromethane, the organic extracts were dried, concentrated and chromatographed to give the title compound. The reactants are O=S(=O)(Cl)c1ccc(OCc2ccccc2)cc1, CCN(C(C)C)C(C)C, ClCCl, FC(F)(F)c1cccnc1N1CCNCC1. Yields the product O=S(=O)(c1ccc(OCc2ccccc2)cc1)N1CCN(c2ncccc2C(F)(F)F)CC1. Reaction SMILES: [CH2:17]([c:18]1[cH:19][cH:20][cH:21][cH:22][cH:23]1)[O:24][c:25]1[cH:26][cH:27][c:28]([S:31](=[O:32])(=[O:33])[Cl:34])[cH:29][cH:30]1.[CH:35]([N:36]([CH:37]([CH3:38])[CH3:39])[CH2:40][CH3:41])([CH3:42])[CH3:43].[Cl:44][CH2:45][Cl:46].[F:1][C:2]([c:3]1[c:4]([N:9]2[CH2:10][CH2:11][NH:12][CH2:13][CH2:14]2)[n:5][cH:6][cH:7][cH:8]1)([F:15])[F:16]>>[F:1][C:2]([c:3]1[c:4]([N:9]2[CH2:10][CH2:11][N:12]([S:31]([c:28]3[cH:27][cH:26][c:25]([O:24][CH2:17][c:18]4[cH:19][cH:20][cH:21][cH:22][cH:23]4)[cH:30][cH:29]3)(=[O:32])=[O:33])[CH2:13][CH2:14]2)[n:5][cH:6][cH:7][cH:8]1)([F:15])[F:16]. The reactants are CCn1c(C)nc2cc(S(C)(=O)=O)c(Cl)c([N+](=O)[O-])c21, CO, [H][H], O=[Pt]. The product is CCn1c(C)nc2cc(S(C)(=O)=O)c(Cl)c(N)c21. As a reaction SMILES: [CH2:1]([CH3:2])[n:3]1[c:4]([CH3:20])[n:5][c:6]2[c:7]1[c:8]([N+:17]([O-:18])=[O:19])[c:9]([Cl:16])[c:10]([S:12](=[O:13])(=[O:14])[CH3:15])[cH:11]2.[CH3:25][OH:26].[H:21][H:22].[Pt:23]=[O:24]>>[CH2:1]([CH3:2])[n:3]1[c:4]([CH3:20])[n:5][c:6]2[c:7]1[c:8]([NH2:17])[c:9]([Cl:16])[c:10]([S:12](=[O:13])(=[O:14])[CH3:15])[cH:11]2. Reactants: ClCC(=O)OC(CNC(C1=C(C(C(=O)NCC(COC(CCl)=O)OC(CCl)=O)=C(C(=C1I)NC(CCl)=O)I)I)=O)COC(CCl)=O (N,N'-bis[2,3-di(2-chloroacetoxy)propyl]-5-(2-chloroacetamido)-2,4,6-triiodoisophthalamide), Cl (Hydrochloric acid), [OH-].[Na+] (sodium hydroxide), O (Water). Solvent: CN(C(C)=O)C (N,N-dimethylacetamide). Product: OC(CNC(C1=C(C(C(=O)NCC(CO)O)=C(C(=C1I)NC(CCl)=O)I)I)=O)CO (N,N'-bis(2,3-dihydroxypropyl)-5-(2-chloroacetamido)-2,4,6-triiodoisophthalamide). Isolated yield 88.4%. As a reaction SMILES: ClCC([O:5][CH:6]([CH2:41][O:42]C(=O)CCl)[CH2:7][NH:8][C:9](=[O:40])[C:10]1[C:31]([I:32])=[C:30]([NH:33][C:34](=[O:37])[CH2:35][Cl:36])[C:29]([I:38])=[C:12]([C:13]([NH:15][CH2:16][CH:17]([O:24]C(=O)CCl)[CH2:18][O:19]C(=O)CCl)=[O:14])[C:11]=1[I:39])=O.[OH-].[Na+].O.Cl>CN(C)C(=O)C>[OH:5][CH:6]([CH2:41][OH:42])[CH2:7][NH:8][C:9](=[O:40])[C:10]1[C:31]([I:32])=[C:30]([NH:33][C:34](=[O:37])[CH2:35][Cl:36])[C:29]([I:38])=[C:12]([C:13]([NH:15][CH2:16][CH:17]([OH:24])[CH2:18][OH:19])=[O:14])[C:11]=1[I:39] |f:1.2|. Procedure: N,N'-bis[2,3-di(2-chloroacetoxy)propyl]-5-(2-chloroacetamido)-2,4,6-triiodoisophthalamide in N,N-dimethylacetamide, from Example 1, was hydrolyzed by adding 156 mL of 10N sodium hydroxide solution (1.56 moles). Water (100 mL) was then added to the mixture to give a homogeneous solution. 1N Hydrochloric acid (59 mL, 0.59 moles) was added to precipitate the N,N'-bis (2,3-dihydroxypropyl)-5-(2-chloroacetamido)-2,4,6-triiodoisophthalamide. The precipitate was collected and washed with water. The wet...